From a dataset of the Open Reaction Database (ORD), a public repository of structured organic reaction records. describe an organic reaction: reactants, conditions, products, and yield The reactants are C(#N)C1=CC=C(C2=CC=CC=C12)NC(=O)C(=O)OCC (4-cyano-1-ethoxalylaminonaphthalene), C(C)(=O)OC(C)=O (acetic anhydride), [N+](=O)(O)[O-] (nitric acid), ice water. Solvent: C(C)(=O)O (acetic acid), C(C)(=O)O (acetic acid). Conditions: time 24 hour. The product is C(#N)C1=CC(=C(C2=CC=CC=C12)NC(=O)C(=O)OCC)[N+](=O)[O-] (4-Cyano-1-ethoxalylamino-2-nitronaphthalene). Reaction SMILES: [C:1]([C:3]1[C:12]2[C:7](=[CH:8][CH:9]=[CH:10][CH:11]=2)[C:6]([NH:13][C:14]([C:16]([O:18][CH2:19][CH3:20])=[O:17])=[O:15])=[CH:5][CH:4]=1)#[N:2].C(OC(=O)C)(=O)C.[N+:28]([O-])([OH:30])=[O:29]>C(O)(=O)C>[C:1]([C:3]1[C:12]2[C:7](=[CH:8][CH:9]=[CH:10][CH:11]=2)[C:6]([NH:13][C:14]([C:16]([O:18][CH2:19][CH3:20])=[O:17])=[O:15])=[C:5]([N+:28]([O-:30])=[O:29])[CH:4]=1)#[N:2]. Reported procedure: A solution Of 4.2 g (15.7 mmol) 4-cyano-1-ethoxalylaminonaphthalene in 125 ml glacial acetic acid was added 125 ml acetic anhydride. At 15° C. a solution of 12 ml 100% nitric acid in 60 ml glacial acetic acid Was added dropwise. Stirring was continued at 25° C. for 24 h and then at 50° C. for 1.5 h. The reaction mixture was poured into 500 ml ice-water to give 3.5 g (72%). M.p. 178.0° C.